Dataset: the Open Reaction Database (ORD), a public repository of structured organic reaction records. Task: describe an organic reaction: reactants, conditions, products, and yield Starting materials: CCCCCN(CC(=O)OC(C)(C)C)C(=O)C(CCC(=O)OC)CS(=O)(=O)c1ccc2ccccc2c1, O=C(O)C(F)(F)F. Product: CCCCCN(CC(=O)O)C(=O)C(CCC(=O)OC)CS(=O)(=O)c1ccc2ccccc2c1. As a reaction SMILES: [C:1]([CH3:2])([CH3:3])([CH3:4])[O:5][C:6](=[O:7])[CH2:8][N:9]([C:10](=[O:11])[CH:12]([CH2:13][CH2:14][C:15](=[O:16])[O:17][CH3:18])[CH2:19][S:20](=[O:21])(=[O:22])[c:23]1[cH:24][c:25]2[cH:26][cH:27][cH:28][cH:29][c:30]2[cH:31][cH:32]1)[CH2:33][CH2:34][CH2:35][CH2:36][CH3:37].[OH:38][C:39]([C:40]([F:41])([F:42])[F:43])=[O:44]>>[O:5]=[C:6]([OH:7])[CH2:8][N:9]([C:10](=[O:11])[CH:12]([CH2:13][CH2:14][C:15](=[O:16])[O:17][CH3:18])[CH2:19][S:20](=[O:21])(=[O:22])[c:23]1[cH:24][c:25]2[cH:26][cH:27][cH:28][cH:29][c:30]2[cH:31][cH:32]1)[CH2:33][CH2:34][CH2:35][CH2:36][CH3:37]. Reaction SMILES: C([O:3][C:4]([CH:6]1[CH2:14][C:13]2[C:8](=[CH:9][C:10]3[O:17][CH2:16][O:15][C:11]=3[CH:12]=2)[NH:7]1)=[O:5])C.C(=O)([O-])[O-].[K+].[K+].C(Cl)Cl.C([S:30][CH2:31][CH:32]([CH3:36])[C:33](Cl)=[O:34])(=O)C>C(OCC)C>[SH:30][CH2:31][CH:32]([CH3:36])[C:33]([N:7]1[C:8]2[C:13](=[CH:12][C:11]3[O:15][CH2:16][O:17][C:10]=3[CH:9]=2)[CH2:14][CH:6]1[C:4]([O-:3])=[O:5])=[O:34].[CH:8]1([NH2+:7][CH:6]2[CH2:4][CH2:33][CH2:32][CH2:31][CH2:14]2)[CH2:9][CH2:10][CH2:11][CH2:12][CH2:13]1 |f:1.2.3,7.8|. Reactants: C(C)OC(=O)C1NC2=CC3=C(C=C2C1)OCO3 (5,6-methylenedioxyindoline-2-carboxylic acid ethyl ester), C([O-])([O-])=O.[K+].[K+] (potassium carbonate), C(Cl)Cl (methylene chloride), C(C)(=O)SCC(C(=O)Cl)C (3-acetylthio-2-methylpropanoyl chloride). Yields the product SCC(C(=O)N1C(CC2=CC3=C(C=C12)OCO3)C(=O)[O-])C.C3(CCCCC3)[NH2+]C3CCCCC3 (dicyclohexylammonium 1-(3-mercapto-2-methylpropanoyl)-5,6-methylenedioxyindoline-2-carboxylate). Reaction conditions: time 2 hour. Reported procedure: To the mixture of 0.65 g of 5,6-methylenedioxyindoline-2-carboxylic acid ethyl ester, 0.76 g of powdered potassium carbonate and 8 ml of methylene chloride is added 0.50 g of 3-acetylthio-2-methylpropanoyl chloride while stirring at room temperature. It is refluxed for 2 hours, poured into 16 ml of diethyl ether and washed with 8 ml of water, 8 ml of N hydrochloride acid and 8 ml of saturated aqueous sodium bicarbonate. The organic phase is separated, dried and evaporated. The residue is taken u... The solvent is C(C)OCC (diethyl ether). Starting materials: OC1=C(C=NC2=CC=CC=C12)C(=O)OCC (Ethyl 4-hydroxy-quinoline-3-carboxylate), FC(C1=CC=C(N)C=C1)(F)F (4-trifluoromethylaniline). Product: OC1=C(C=NC2=CC=C(C=C12)C(F)(F)F)C(=O)OCC (Ethyl 4-hydroxy-6-trifluoromethyl-quinoline-3-carboxylate). As a reaction SMILES: [OH:1][C:2]1[C:11]2[C:6](=[CH:7][CH:8]=[CH:9][CH:10]=2)[N:5]=[CH:4][C:3]=1[C:12]([O:14][CH2:15][CH3:16])=[O:13].[F:17][C:18]([F:27])([F:26])C1C=CC(N)=CC=1>>[OH:1][C:2]1[C:11]2[C:6](=[CH:7][CH:8]=[C:9]([C:18]([F:27])([F:26])[F:17])[CH:10]=2)[N:5]=[CH:4][C:3]=1[C:12]([O:14][CH2:15][CH3:16])=[O:13]. Reported procedure: The title compound was prepared following the procedure described in Step 1 for the synthesis of 2a using 4-trifluoromethylaniline instead of aniline. 1H NMR (DMSO-d6) δ (ppm): 1.26 (3H, t, J=7.14 Hz), 4.22 (2H, q, J=7.14 Hz), 7.80 (1H, d, J=9.34 Hz), 8.00 (m), 8.39 (1H, s), 8.64 (1H, s). m/z 286.5 (MH+). The reactants are ClC1=C(C=C(C(=O)N(C2=C(C=CC=C2)[N+](=O)[O-])CCCCCCCCCCCCCCCC)C=C1)[N+](=O)[O-] (N-(4-chloro-3-nitrobenzoyl)N-n-hexadecyl-2-nitro-aniline). Reagents/catalysts: [Fe] (iron). Run in C(C)O (ethanol), Cl (hydrochloric acid), C(C)O (ethanol), O (water), Cl (hydrochloric acid). Conditions: time 4 hour. The product is ClC1=C(C=C(C=C1)C1=NC2=C(N1CCCCCCCCCCCCCCCC)C=CC=C2)N (2-(4'-Chloro-3'-aminophenyl)-1-n-hexadecyl-benzimidazole). The yield is 88.9%. As a reaction SMILES: [Cl:1][C:2]1[CH:35]=[CH:34][C:5]([C:6]([N:8]([CH2:18][CH2:19][CH2:20][CH2:21][CH2:22][CH2:23][CH2:24][CH2:25][CH2:26][CH2:27][CH2:28][CH2:29][CH2:30][CH2:31][CH2:32][CH3:33])[C:9]2[CH:14]=[CH:13][CH:12]=[CH:11][C:10]=2[N+:15]([O-])=O)=O)=[CH:4][C:3]=1[N+:36]([O-])=O>C(O)C.O.Cl.[Fe]>[Cl:1][C:2]1[CH:35]=[CH:34][C:5]([C:6]2[N:8]([CH2:18][CH2:19][CH2:20][CH2:21][CH2:22][CH2:23][CH2:24][CH2:25][CH2:26][CH2:27][CH2:28][CH2:29][CH2:30][CH2:31][CH2:32][CH3:33])[C:9]3[CH:14]=[CH:13][CH:12]=[CH:11][C:10]=3[N:15]=2)=[CH:4][C:3]=1[NH2:36]. Reported procedure: A solution of 42 g of N-(4-chloro-3-nitrobenzoyl)N-n-hexadecyl-2-nitro-aniline in 700 ml of ethanol is allowed to run rapidly into a mixture, which has been heated to 60° C., of 89 g of iron powder in 120 ml of water and 40 ml of concentrated hydrochloric acid, with vigorous stirring. The reaction mixture is then stirred for four hours at the reflux temperature. A further 100 ml of concentrated hydrochloric acid and 200 ml of ethanol are then added and the mixture is filtered hot. About 400 ml o... The reactants are C(C)(=O)[O-].[Na+] (sodium acetate), C1=CC=C(C(=O)C=C1)O (tropolone), [Co](Cl)Cl (cobalt (II) chloride). Solvent: CO (methanol), O (water). Product: C1=CC=C(C(=O)C=C1)O.[Co] (Tropolone cobalt). Reaction SMILES: [CH:1]1[CH:8]=[CH:7][C:5](=[O:6])[C:4]([OH:9])=[CH:3][CH:2]=1.[Co:10](Cl)Cl.C([O-])(=O)C.[Na+]>CO.O>[CH:1]1[CH:8]=[CH:7][C:5](=[O:6])[C:4]([OH:9])=[CH:3][CH:2]=1.[Co:10] |f:2.3,6.7|. Procedure: To a solution of tropolone (244 mg) in methanol is added a solution of cobalt (II) chloride (129 mg) in water and then sodium acetate (164 mg). The precipitate is recovered by filtration and recrystallized from ethanol-ethyl acetate to give 206 mg of tropolone cobalt complex as brown powder. Reactants: BrC1=C(C=C(C(=C1)C)P(C1=CC(=C(C=C1C)Br)C)C1=CC=CC=C1)C (P,P-bis(4-bromo-3,6-dimethylphenyl)phenylphosphine), ClC=1C=C(C(=O)OO)C=CC1 (m-Chloroperoxybenzoic acid). Run in C(Cl)Cl (methylene choride). The product is BrC1=C(C=C(C(=C1)C)P(C1=CC(=C(C=C1C)Br)C)(C1=CC=CC=C1)=O)C (P,P-bis(4-bromo-3,6-dimethylphenyl)phenylphosphine oxide). Isolated yield 61.3%. RXN SMILES: [Br:1][C:2]1[CH:7]=[C:6]([CH3:8])[C:5]([P:9]([C:19]2[CH:24]=[CH:23][CH:22]=[CH:21][CH:20]=2)[C:10]2[C:15]([CH3:16])=[CH:14][C:13]([Br:17])=[C:12]([CH3:18])[CH:11]=2)=[CH:4][C:3]=1[CH3:25].ClC1C=C(C=CC=1)C(OO)=[O:31]>C(Cl)Cl>[Br:17][C:13]1[CH:14]=[C:15]([CH3:16])[C:10]([P:9](=[O:31])([C:19]2[CH:24]=[CH:23][CH:22]=[CH:21][CH:20]=2)[C:5]2[C:6]([CH3:8])=[CH:7][C:2]([Br:1])=[C:3]([CH3:25])[CH:4]=2)=[CH:11][C:12]=1[CH3:18]. Procedure details: Monomer 1 (30 g, 63.0 mmol, 1 equiv.) was dissolved in methylene choride (200 ml) at room temperature. m-Chloroperoxybenzoic acid (MCPBA, 50 wt %, ca. 22 g, 63.0 mmol, 1 equiv) was then added portion wise. A small exotherm was noted. Once the addition was complete, thin layer chromatography revealed complete conversion after approximately 5 minutes. The crude product was extracted with aqueous sodium hydroxide (2 M) and the organic layer evaporated under reduced pressure to give the crude produc...